Dataset: the Open Reaction Database (ORD), a public repository of structured organic reaction records. Task: describe an organic reaction: reactants, conditions, products, and yield Starting materials: [BH4-], Cl, [Li+], O=C(O)c1cc2c3ccccc3[nH]c(=O)n2n1, O. Yields the product O=c1[nH]c2ccccc2c2cc(CO)nn12. RXN SMILES: [BH4-:18].[ClH:20].[Li+:19].[O:1]=[c:2]1[nH:3][c:4]2[cH:5][cH:6][cH:7][cH:8][c:9]2[c:10]2[n:11]1[n:12][c:13]([C:15](=[O:16])[OH:17])[cH:14]2.[OH2:21]>>[O:1]=[c:2]1[nH:3][c:4]2[cH:5][cH:6][cH:7][cH:8][c:9]2[c:10]2[n:11]1[n:12][c:13]([CH2:15][OH:16])[cH:14]2. Starting materials: CC(=O)O[BH-](OC(C)=O)OC(C)=O, O=C([O-])O, Cc1ccc(-c2ccc3c(c2)C=C(C=O)CCO3)cc1, CN(Cc1ccc(N)cc1)C1CCOCC1, ClCCCl, [Na+], [Na+]. The product is Cc1ccc(-c2ccc3c(c2)C=C(CNc2ccc(CN(C)C4CCOCC4)cc2)CCO3)cc1. As a reaction SMILES: [C:37]([O:38][BH-:39]([O:40][C:41](=[O:42])[CH3:43])[O:44][C:45](=[O:46])[CH3:47])(=[O:48])[CH3:49].[C:51](=[O:52])([OH:53])[O-:54].[CH3:1][c:2]1[cH:3][cH:4][c:5](-[c:8]2[cH:9][cH:10][c:11]3[c:12]([cH:20]2)[CH:13]=[C:14]([CH:18]=[O:19])[CH2:15][CH2:16][O:17]3)[cH:6][cH:7]1.[CH3:21][N:22]([CH:23]1[CH2:24][CH2:25][O:26][CH2:27][CH2:28]1)[CH2:29][c:30]1[cH:31][cH:32][c:33]([NH2:34])[cH:35][cH:36]1.[Cl:56][CH2:57][CH2:58][Cl:59].[Na+:50].[Na+:55]>>[CH3:1][c:2]1[cH:3][cH:4][c:5](-[c:8]2[cH:9][cH:10][c:11]3[c:12]([cH:20]2)[CH:13]=[C:14]([CH2:18][NH:34][c:33]2[cH:32][cH:31][c:30]([CH2:29][N:22]([CH3:21])[CH:23]4[CH2:24][CH2:25][O:26][CH2:27][CH2:28]4)[cH:36][cH:35]2)[CH2:15][CH2:16][O:17]3)[cH:6][cH:7]1.